This data is from the Open Reaction Database (ORD), a public repository of structured organic reaction records. The task is: describe an organic reaction: reactants, conditions, products, and yield Reactants: COC(=O)c1cc(Cl)ccc1N, O=S(=O)(Cl)c1cccc2nsnc12. The product is COC(=O)c1cc(Cl)ccc1NS(=O)(=O)c1cccc2nsnc12. RXN SMILES: [CH3:14][O:15][C:16]([c:17]1[c:18]([NH2:24])[cH:19][cH:20][c:21]([Cl:23])[cH:22]1)=[O:25].[n:1]1[c:2]2[c:3]([n:4][s:5]1)[c:6]([S:10](=[O:11])(=[O:12])[Cl:13])[cH:7][cH:8][cH:9]2>>[n:1]1[c:2]2[c:3]([n:4][s:5]1)[c:6]([S:10](=[O:11])(=[O:12])[NH:24][c:18]1[c:17]([C:16]([O:15][CH3:14])=[O:25])[cH:22][c:21]([Cl:23])[cH:20][cH:19]1)[cH:7][cH:8][cH:9]2. Reactants: C1(\C=C/C(=O)O1)=O (maleic anhydride), NC1=CC=CC=C1 (aniline), C1(\C=C/C(=O)O1)=O (maleic anhydride), NC1=CC=CC=C1 (aniline). Product: C(\C=C/C(=O)NC1=CC=CC=C1)(=O)O (maleanilic acid). RXN SMILES: [C:1]1(=[O:7])[O:6][C:4](=[O:5])[CH:3]=[CH:2]1.[NH2:8][C:9]1[CH:14]=[CH:13][CH:12]=[CH:11][CH:10]=1>>[C:1]([OH:6])(=[O:7])/[CH:2]=[CH:3]\[C:4]([NH:8][C:9]1[CH:14]=[CH:13][CH:12]=[CH:11][CH:10]=1)=[O:5]. Procedure details: There are already various methods for the production of N-phenylmaleimide. Of these processes, the one which produces N-phenylmaleimide in two steps, starting from maleic anhydride and aniline, has been the subject of the greatest number of research work in recent years. In this process, maleic anhydride is first reacted with aniline at moderate temperature, to form maleanilic acid in an almost quantitative yield. Then the maleanilic acid, which may or may not be separated from the reaction medi... Reactants: FC1=CC=C(C=C1)C(C=C[Sn](CCCC)(CCCC)CCCC)(C)C (3-(4-fluorophenyl)-3-methyl-1-tributylstannyl-1-butene), NC1=NC(=C(C(=N1)N)I)C (2,4-diamino-5-iodo-6-methylpyrimidine), [Cl-].[Li+] (lithium chloride), C(C)(C)(C)C1=C(C(=CC(=C1)C)C(C)(C)C)O (2,6-di-tert-butyl-4-methylphenol). Yield: 23.3%. Procedure: Under a nitrogen atmosphere, a stirring solution of 4.2 grams (0.009 mole) of 3-(4-fluorophenyl)-3-methyl-1-tributylstannyl-1-butene, 1.9 grams (0.077 mole) of 2,4-diamino-5-iodo-6-methylpyrimidine (prepared in Step B of Example 3), 2.0 grams (0.046 mole) of lithium chloride, 0.4 gram (catalyst) of bis(triphenyl phosphine)palladium(II) chloride, and about 0.05 gram (catalyst) of 2,6-di-tert-butyl-4-methylphenol in 80 mL of N,N-dimethylformamide is heated at 65° C. for about 2.5 days. After this ... Solvent: O (water), CN(C=O)C (N,N-dimethylformamide). Yields the product NC1=NC(=C(C(=N1)N)C=CC(C)(C)C1=CC=C(C=C1)F)C (2,4-diamino-6-methyl-5-[3-(4-fluorophenyl)-3-methyl-1-butenyl]pyrimidine). The reagents and catalysts are Cl[Pd]([P](C1=CC=CC=C1)(C2=CC=CC=C2)C3=CC=CC=C3)([P](C4=CC=CC=C4)(C5=CC=CC=C5)C6=CC=CC=C6)Cl (bis(triphenyl phosphine)palladium(II) chloride). RXN SMILES: [F:1][C:2]1[CH:7]=[CH:6][C:5]([C:8]([CH3:25])([CH3:24])[CH:9]=[CH:10][Sn](CCCC)(CCCC)CCCC)=[CH:4][CH:3]=1.[NH2:26][C:27]1[N:32]=[C:31]([NH2:33])[C:30](I)=[C:29]([CH3:35])[N:28]=1.[Cl-].[Li+].C(C1C=C(C)C=C(C(C)(C)C)C=1O)(C)(C)C>CN(C)C=O.Cl[Pd](Cl)([P](C1C=CC=CC=1)(C1C=CC=CC=1)C1C=CC=CC=1)[P](C1C=CC=CC=1)(C1C=CC=CC=1)C1C=CC=CC=1.O>[NH2:26][C:27]1[N:32]=[C:31]([NH2:33])[C:30]([CH:10]=[CH:9][C:8]([C:5]2[CH:4]=[CH:3][C:2]([F:1])=[CH:7][CH:6]=2)([CH3:24])[CH3:25])=[C:29]([CH3:35])[N:28]=1 |f:2.3,^1:61,80|.